Dataset: the Open Reaction Database (ORD), a public repository of structured organic reaction records. Task: describe an organic reaction: reactants, conditions, products, and yield Starting materials: solid, BrC1=C(OC2=C1C=CC=C2)C2=C1C=CC=NC1=C(C=C2)OC (5-(3-bromo-1-benzofuran-2-yl)-8-methoxy-quinoline), C1(=CC=CC=C1)B(O)O (phenyl boronic acid). The product is C1(=CC=CC=C1)C1=C(OC2=C1C=CC=C2)C2=C1C=CC=NC1=C(C=C2)OC (5-(3-Phenyl-1-benzofuran-2-yl)-8-methoxy-quinoline). As a reaction SMILES: Br[C:2]1[C:6]2[CH:7]=[CH:8][CH:9]=[CH:10][C:5]=2[O:4][C:3]=1[C:11]1[CH:20]=[CH:19][C:18]([O:21][CH3:22])=[C:17]2[C:12]=1[CH:13]=[CH:14][CH:15]=[N:16]2.[C:23]1(B(O)O)[CH:28]=[CH:27][CH:26]=[CH:25][CH:24]=1>>[C:23]1([C:2]2[C:6]3[CH:7]=[CH:8][CH:9]=[CH:10][C:5]=3[O:4][C:3]=2[C:11]2[CH:20]=[CH:19][C:18]([O:21][CH3:22])=[C:17]3[C:12]=2[CH:13]=[CH:14][CH:15]=[N:16]3)[CH:28]=[CH:27][CH:26]=[CH:25][CH:24]=1. Procedure details: The title compound was prepared as a solid (0.202 g, 68%) by the coupling of 5-(3-bromo-1-benzofuran-2-yl)-8-methoxy-quinoline and phenyl boronic acid according to the procedure described in Step 1 of Example 1. Mass spectrum (+ESI, [M+H]+) m/z 352. 1H NMR (400 MHz, DMSO-d6): δ 8.87 (d, 1H, J=1.6 Hz), 8.13 (d, 1H, J=8.2 Hz), 7.73 (t, 2H, J=7.8 Hz), 7.68 (d, 1H, J=8.2 Hz), 7.38-7.52 (m, 3H), 7.21-7.38 (m, 6H), and 4.00 ppm (s, 3H).